Dataset: the Open Reaction Database (ORD), a public repository of structured organic reaction records. Task: describe an organic reaction: reactants, conditions, products, and yield Reactants: BrC1=CC=C2C=3C=CC(=CC3CC2=C1)N (7-bromo-9H-fluoren-2-ylamine), ICCCC (1-iodobutane), C([O-])([O-])=O.[K+].[K+] (potassium carbonate), CN(C=O)C (dimethylformamide), C(C)OCC (diethyl ether). Solvent: O (water). Run at temperature 120 celsius. The product is BrC1=CC=C2C=3C=CC(=CC3CC2=C1)N(CCCC)CCCC ((7-bromo-9H-fluoren-2-yl)-dibutylamine). As a reaction SMILES: [Br:1][C:2]1[CH:14]=[C:13]2[C:5]([C:6]3[CH:7]=[CH:8]C(N)=[CH:10][C:11]=3[CH2:12]2)=[CH:4][CH:3]=1.IC[CH2:18][CH2:19][CH3:20].[C:21](=O)([O-])[O-].[K+].[K+].[CH3:27][N:28]([CH3:31])[CH:29]=O.C(O[CH2:35][CH3:36])C>O>[Br:1][C:2]1[CH:14]=[C:13]2[C:5]([C:6]3[CH:7]=[CH:8][C:27]([N:28]([CH2:31][CH2:21][CH2:35][CH3:36])[CH2:29][CH2:18][CH2:19][CH3:20])=[CH:10][C:11]=3[CH2:12]2)=[CH:4][CH:3]=1 |f:2.3.4|. Procedure details: Under N2 atmosphere, 0.52 parts of 7-bromo-9H-fluoren-2-ylamine, 1.47 parts of 1-iodobutane, and 1.38 parts of potassium carbonate were added into 15 parts of dry dimethylformamide, followed by stirring and mixing. Then, the reaction mixture was heated to 120° C. and reacted for 24 hours. After the reaction mixture was cooled, poured the water into the reaction mixture for quenching the reaction, and using the diethyl ether to extract the product, and magnesium sulfate was used for dehydration. ... As a reaction SMILES: [C:1]1(C=O)[C:10]2[C:5](=[CH:6][CH:7]=[CH:8][CH:9]=2)[CH:4]=[CH:3][CH:2]=1.[CH2:13]([O:15][C:16](=[O:22])[CH2:17][C:18]([CH2:20][Cl:21])=[O:19])[CH3:14]>>[CH2:13]([O:15][C:16](=[O:22])[C:17](=[C:3]1[CH:2]=[CH:1][C:10]2[C:5](=[CH:6][CH:7]=[CH:8][CH:9]=2)[CH2:4]1)[C:18](=[O:19])[CH2:20][Cl:21])[CH3:14]. Starting materials: C1(=CC=CC2=CC=CC=C12)C=O (1-naphthaldehyde), C(C)OC(CC(=O)CCl)=O (4-chloroacetoacetic acid ethyl ester). Procedure details: 9.85 g of 1-naphthaldehyde were reacted with 15.2 g of 4-chloroacetoacetic acid ethyl ester in the course of 10 hours as described in Example 24. After incipient distillation under a high vacuum had been carried out, a 2:1 isomer mixture which still contained traces of aldehyde remained as the residue. Yields the product C(C)OC(C(C(CCl)=O)=C1CC2=CC=CC=C2C=C1)=O (2-Naphthylidene-3-oxo-4-chlorobutyric acid ethyl ester). The reactants are COC(CC=1C=C(C=CC1)C1=C(C=CC=C1OC)C=O)=O ((2′-formyl-6′-methoxy-biphenyl-3-yl)-acetic acid methyl ester), C(C)N (ethylamine). Product: COC(CC=1C=C(C=CC1)C1=C(C=CC=C1OC)CNCC)=O ((2′-Ethylaminomethyl-6′-methoxy-biphenyl-3-yl)-acetic acid methyl ester). RXN SMILES: [CH3:1][O:2][C:3](=[O:21])[CH2:4][C:5]1[CH:6]=[C:7]([C:11]2[C:16]([O:17][CH3:18])=[CH:15][CH:14]=[CH:13][C:12]=2[CH:19]=O)[CH:8]=[CH:9][CH:10]=1.[CH2:22]([NH2:24])[CH3:23]>>[CH3:1][O:2][C:3](=[O:21])[CH2:4][C:5]1[CH:6]=[C:7]([C:11]2[C:16]([O:17][CH3:18])=[CH:15][CH:14]=[CH:13][C:12]=2[CH2:19][NH:24][CH2:22][CH3:23])[CH:8]=[CH:9][CH:10]=1. Procedure: Prepared according to the procedure described in Example 33, Step 4, using the following starting materials: (2′-formyl-6′-methoxy-biphenyl-3-yl)-acetic acid methyl ester and ethylamine (2M in THF). Reactants: crystal, C([O-])([O-])=O.[Na+].[Na+] (sodium carbonate), [N+](=O)([O-])C1=C2C(C=3CCCCC3C(C2=CC=C1)=O)=O (5-nitrotetrahydroanthraquinone), resultant mixture, [H][H] (hydrogen), [H][H] (hydrogen). The reagents and catalysts are [Pd] (palladium on carbon). The solvent is C(CCC)O (butanol). Run at temperature 100 celsius. The product is NC1=CC=CC=2C(C3=CC=CC=C3C(C12)=O)=O (1-aminoanthraquinone). Yield: 91.3%. RXN SMILES: C(=O)([O-])[O-].[Na+].[Na+].[N+:7]([C:10]1[CH:23]=[CH:22][CH:21]=[C:20]2[C:11]=1[C:12](=[O:25])[C:13]1[CH2:14][CH2:15][CH2:16][CH2:17][C:18]=1[C:19]2=[O:24])([O-])=O.[H][H]>[Pd].C(O)CCC>[NH2:7][C:10]1[C:11]2[C:12](=[O:25])[C:13]3[C:18](=[CH:17][CH:16]=[CH:15][CH:14]=3)[C:19](=[O:24])[C:20]=2[CH:21]=[CH:22][CH:23]=1 |f:0.1.2|. Reported procedure: 0.07 Gram of 5% palladium on carbon catalyst and 8 grams of crystal sodium carbonate were added to a mixture of 7.7 grams of 5-nitrotetrahydroanthraquinone and 320 grams of butanol. The resultant mixture was heated to 70° C. and hydrogen was fed for hydrogenation under normal pressure to have hydrogen absorbed in the starting 5-nitro compound in an amount of 2 mols per mol of the 5-nitro compound. The resultant solution was heated to 100° C. and subjected to filtration under hot conditions for s... The reactants are O1CCOC12CCC(CC2)CC(=O)N2CCN(CC2)C2=NC=CC=C2 (1-(1,4-Dioxaspiro[4,5]dec-8-ylacetyl)-4-(2-pyridinyl)-piperazine), [BH4-].[Na+] (sodium borohydride), B(F)(F)F.CCOCC (boron trifluoride etherate), C(C)(=O)O (acetic acid). Solvent: O1CCCC1 (tetrahydrofuran), O1CCCC1 (tetrahydrofuran), O1CCCC1 (tetrahydrofuran). Run at time 8 hour. The product is N1=C(C=CC=C1)N1CCN(CC1)CCC1CCC(CC1)=O (4-[2-[4-(2-Pyridinyl)-1-piperazinyl]ethyl]cyclohexanone). Yield: 68.8%. Reaction SMILES: O1[C:5]2([CH2:10][CH2:9][CH:8]([CH2:11][C:12]([N:14]3[CH2:19][CH2:18][N:17]([C:20]4[CH:25]=[CH:24][CH:23]=[CH:22][N:21]=4)[CH2:16][CH2:15]3)=O)[CH2:7][CH2:6]2)[O:4]CC1.[BH4-].[Na+].B(F)(F)F.CCOCC.C(O)(=O)C>O1CCCC1>[N:21]1[CH:22]=[CH:23][CH:24]=[CH:25][C:20]=1[N:17]1[CH2:18][CH2:19][N:14]([CH2:12][CH2:11][CH:8]2[CH2:9][CH2:10][C:5](=[O:4])[CH2:6][CH2:7]2)[CH2:15][CH2:16]1 |f:1.2,3.4|. Procedure: A solution of 1-(1,4-dioxaspiro[4,5]dec-8-yl-acetyl)-4-(2-pyridinyl)piperazine (17.0 g) (Example I) in 500 ml of dry tetrahydrofuran is treated with sodium borohydride (6.81 g) under nitrogen and the resulting suspension is treated dropwise with a solution of boron trifluoride etherate (29.5 ml) in 100 ml of tetrahydrofuran. The reaction mixture is stirred at room temperature overnight. A solution of glacial acetic acid (10.3 ml) in 100 ml of tetrahydrofuran is added dropwise, and the mixture st... Reactants: N1=C(C=NC=C1)N1CCNCC1 (1-(2-pyrazinyl)piperazine), C(CC1=CC=CC=C1)N=C=S (phenethyl isothiocyanate). Solvent: CCOCC (ether), CCOCC (ether), CCOCC (ether). Run at time 30 minute. Product: C(CC1=CC=CC=C1)NC(=S)N1CCN(CC1)C1=NC=CN=C1 (N-Phenethyl-4-(2-pyrazinyl)-1-piperazinethiocarboxamide). RXN SMILES: [N:1]1[CH:6]=[CH:5][N:4]=[CH:3][C:2]=1[N:7]1[CH2:12][CH2:11][NH:10][CH2:9][CH2:8]1.[CH2:13]([N:21]=[C:22]=[S:23])[CH2:14][C:15]1[CH:20]=[CH:19][CH:18]=[CH:17][CH:16]=1>CCOCC>[CH2:13]([NH:21][C:22]([N:10]1[CH2:9][CH2:8][N:7]([C:2]2[CH:3]=[N:4][CH:5]=[CH:6][N:1]=2)[CH2:12][CH2:11]1)=[S:23])[CH2:14][C:15]1[CH:20]=[CH:19][CH:18]=[CH:17][CH:16]=1. Procedure details: To a solution of 4.92 g. of 1-(2-pyrazinyl)piperazine in 30 ml. of anhydrous ether is added dropwise a solution of 4.89 g. of phenethyl isothiocyanate in 30 ml. of anhydrous ether over 10 minutes. An additional30 ml. of anhydrous ether is required to maintain stirring over 30 minutes.The resulting solid is collected, dissolved in 100 ml. of benzene and 25 ml. of ethanol and cooled. The resulting solid is collected, giving 5.68 g. of the desired product as a white solid, m.p. 162°-163° C. The reactants are O=C(Cc1ccncc1[N+](=O)[O-])OCc1ccccc1, [H][H]. The product is Nc1cnccc1CC(=O)OCc1ccccc1. As a reaction SMILES: [CH2:1]([c:2]1[cH:3][cH:4][cH:5][cH:6][cH:7]1)[O:8][C:9]([CH2:10][c:11]1[c:12]([N+:17]([O-:18])=[O:19])[cH:13][n:14][cH:15][cH:16]1)=[O:20].[H:21][H:22]>>[CH2:1]([c:2]1[cH:3][cH:4][cH:5][cH:6][cH:7]1)[O:8][C:9]([CH2:10][c:11]1[c:12]([NH2:17])[cH:13][n:14][cH:15][cH:16]1)=[O:20]. The reactants are Cl.NC=1C(OC(=CC1O)C1=CC=CC=C1)=O (3-amino-4-hydroxy-6-phenyl-2H-pyran-2-one hydrochloride), C(#N)[BH3-].[Na+] (sodium cyanoborohydride), C(C)(=O)O (acetic acid), C1=C(C=CC2=CC=CC=C12)C=O (2-naphthaldehyde). The solvent is CN(C=O)C (dimethylformamide). The product is C1=C(C=CC2=CC=CC=C12)CN(C=1C(OC(=CC1O)C1=CC=CC=C1)=O)CC1=CC2=CC=CC=C2C=C1 (3-[Bis(2-naphthalenylmethyl)amino]-4-hydroxy-6-phenyl-2H-pyran-2-one). RXN SMILES: Cl.N[C:3]1[C:4](=[O:16])[O:5][C:6]([C:10]2[CH:15]=[CH:14][CH:13]=[CH:12][CH:11]=2)=[CH:7][C:8]=1[OH:9].[C:17](O)(=O)[CH3:18].[CH:21]1[C:30]2[C:25](=[CH:26][CH:27]=[CH:28][CH:29]=2)[CH:24]=[CH:23][C:22]=1[CH:31]=O.[C:33]([BH3-])#[N:34].[Na+]>CN(C)C=O>[CH:21]1[C:30]2[C:25](=[CH:26][CH:27]=[CH:28][CH:29]=2)[CH:24]=[CH:23][C:22]=1[CH2:31][N:34]([CH2:33][C:18]1[CH:17]=[CH:29][C:30]2[C:25](=[CH:24][CH:23]=[CH:22][CH:21]=2)[CH:26]=1)[C:3]1[C:4](=[O:16])[O:5][C:6]([C:10]2[CH:15]=[CH:14][CH:13]=[CH:12][CH:11]=2)=[CH:7][C:8]=1[OH:9] |f:0.1,4.5|. Reported procedure: The title compound was prepared by Method D using 3-amino-4-hydroxy-6-phenyl-2H-pyran-2-one hydrochloride (0.250 g, 1.04 mmol), 1% acetic acid in dimethylformamide (10 mL), 2-naphthaldehyde (0.407 g, 2.60 mmol), sodium cyanoborohydride (0.164 g, 2.60 mmol). m.p. dec. 209; 1H NMR (250 MHz, DMSO-d6) δ4.46 (s, 4 H), 6.38 (s, 1 H), 7.44 (m, 8H), 7.77 (m, 13H).